Dataset: the Open Reaction Database (ORD), a public repository of structured organic reaction records. Task: describe an organic reaction: reactants, conditions, products, and yield The reactants are S(=O)(=O)(C1=CC=C(C)C=C1)OC1=C(C=CC=C1)O (o-tosyloxyphenol), [H-].[Na+] (sodium hydride). Run in C(C)(=O)OCC (ethyl acetate), [Cl-].[Na+].O (brine), O (water), C1CCOC1 (THF), O (H2O), C1CCOC1 (THF). Reaction conditions: time 8 hour. Yields the product O1CCCCC2=C1C=CC=C2 (2,3,4,5-tetrahydro-1-benzoxepin). Reaction SMILES: [H-].[Na+].S(O[C:14]1[CH:19]=[CH:18][CH:17]=[CH:16][C:15]=1[OH:20])(C1C=CC(C)=CC=1)(=O)=O>C1COCC1.C(OCC)(=O)C.[Cl-].[Na+].O.O>[O:20]1[C:15]2[CH:16]=[CH:17][CH:18]=[CH:19][C:14]=2[CH2:16][CH2:15][CH2:14][CH2:19]1 |f:0.1,5.6.7|. Reported procedure: To a mixture of 18.22g of sodium hydride (60% dispersed in mineral oil) and 200 ml THF is added dropwise at 0° C. a solution of 146 g of o-tosyloxyphenol in 100 ml of THF. The reaction mixture is allowed to come to room temperature overnight. The reaction mixture is then chilled and 20 ml of H2O is added slowly. The mixture is then diluted with ethyl acetate and with brine and water. The organic layer is dried (MgSO4), filtered, and concentrated purification by flash column chromatography afford... The reactants are FC1=C(C=C(C=C1)I)[N+](=O)[O-] (4-Fluoro-1-iodo-3-nitrobenzene), NC1=NC=C(C=N1)C=1C=C(N)C=CC1 (3-(2-Aminopyrimid-5-yl)aniline). Yields the product F.NC1=NC=C(C=N1)C=1C=C(C=CC1)NC1=C(C=C(C=C1)I)[N+](=O)[O-] (N-(3-(2-aminopyrimid-5-yl)phenyl)-2-nitro-4-iodoaniline hydrofluoride). Isolated yield 79.0%. RXN SMILES: [F:1][C:2]1[CH:7]=[CH:6][C:5]([I:8])=[CH:4][C:3]=1[N+:9]([O-:11])=[O:10].[NH2:12][C:13]1[N:18]=[CH:17][C:16]([C:19]2[CH:20]=[C:21]([CH:23]=[CH:24][CH:25]=2)[NH2:22])=[CH:15][N:14]=1>>[FH:1].[NH2:12][C:13]1[N:14]=[CH:15][C:16]([C:19]2[CH:20]=[C:21]([NH:22][C:2]3[CH:7]=[CH:6][C:5]([I:8])=[CH:4][C:3]=3[N+:9]([O-:11])=[O:10])[CH:23]=[CH:24][CH:25]=2)=[CH:17][N:18]=1 |f:2.3|. Procedure: N-(3-(2-aminopyrimid-5-yl)phenyl)-2-nitro-4-iodoaniline hydrofluoride (6l) was prepared analogously from 1c (Example 1) and 2l (Example 7). Yield: 79%. Mp 236-238° C. Starting materials: C1CC1 (cyclopropane), CCN(C(C)C)C(C)C (DIEA), C(C)(=O)O[BH-](OC(C)=O)OC(C)=O (triacetoxyborohydride), C(C)(C)(C)OC(=O)N1CCC(CC1)OCC(C(C)C)N1C(C2=CC(=CC=C2CC1)OC1=C(C=C(C=C1)F)F)=O (4-{2-[7-(2,4-difluoro-phenoxy)-1-oxo-3,4-dihydro-1H-isoquinolin-2-yl]-3-methyl-butoxy}-piperidine-1-carboxylic acid tert-butyl ester), C(=O)(C(F)(F)F)O (TFA). Solvent: C(Cl)Cl (CH2Cl2), ClCCl (dichloromethane). Run at time 2 hour. Product: C1(CC1)CC(C(C(C)C)N1C(C2=CC(=CC=C2CC1)OC1=C(C=C(C=C1)F)F)=O)OC1CCNCC1 (2-[1-(1-cyclopropylmethyl-piperidin-4-yloxymethyl)-2-methyl-propyl]-7-(2,4-difluoro-phenoxy)-3,4-dihydro-2H-isoquinolin-1-one). As a reaction SMILES: C(OC([N:8]1[CH2:13][CH2:12][CH:11]([O:14][CH2:15][CH:16]([N:20]2[CH2:29][CH2:28][C:27]3[C:22](=[CH:23][C:24]([O:30][C:31]4[CH:36]=[CH:35][C:34]([F:37])=[CH:33][C:32]=4[F:38])=[CH:25][CH:26]=3)[C:21]2=[O:39])[CH:17]([CH3:19])[CH3:18])[CH2:10][CH2:9]1)=O)(C)(C)C.[C:40](O)([C:42](F)(F)F)=O.[CH2:47]1C[CH2:48]1.CCN(C(C)C)C(C)C.C(O[BH-](OC(=O)C)OC(=O)C)(=O)C>ClCCl>[CH:40]1([CH2:42][CH:15]([O:14][CH:11]2[CH2:12][CH2:13][NH:8][CH2:9][CH2:10]2)[CH:16]([N:20]2[CH2:29][CH2:28][C:27]3[C:22](=[CH:23][C:24]([O:30][C:31]4[CH:36]=[CH:35][C:34]([F:37])=[CH:33][C:32]=4[F:38])=[CH:25][CH:26]=3)[C:21]2=[O:39])[CH:17]([CH3:18])[CH3:19])[CH2:48][CH2:47]1. Procedure details: To the solution of 4-{2-[7-(2,4-difluoro-phenoxy)-1-oxo-3,4-dihydro-1H-isoquinolin-2-yl]-3-methyl-butoxy}-piperidine-1-carboxylic acid tert-butyl ester 15 (40 mg, 0.07 mmol) in dichloromethane (5 mL) was added 1 mL of TFA and the reaction was stirred at room temperature for 2 hours, at which time the solvent was removed and the crude material was re-suspended in dichloroethane, then carboxaldehyde cyclopropane (7.7 mg, 0.11 mmol), DIEA (39 mL, 0.22 mmol), and triacetoxyborohydride (31 mg, 0.148 ...